This data is from the Open Reaction Database (ORD), a public repository of structured organic reaction records. The task is: describe an organic reaction: reactants, conditions, products, and yield Run in ClCCCl (1,2-dichloroethane). As a reaction SMILES: [Br:1][C:2]1[S:6][C:5]([C:7]([NH:9][CH:10]([C:12]2[N:17]=[N:16][C:15]([NH:18][C:19]3[CH:24]=[CH:23][C:22]([O:25][CH3:26])=[CH:21][CH:20]=3)=[N:14][CH:13]=2)[CH3:11])=O)=[CH:4][CH:3]=1.P(Cl)(Cl)(Cl)=O>ClCCCl>[Br:1][C:2]1[S:6][C:5]([C:7]2[N:17]3[C:12]([CH:13]=[N:14][C:15]([NH:18][C:19]4[CH:24]=[CH:23][C:22]([O:25][CH3:26])=[CH:21][CH:20]=4)=[N:16]3)=[C:10]([CH3:11])[N:9]=2)=[CH:4][CH:3]=1. Reported procedure: Applying the Cyclization Procedure 1, using 5-bromo-N-[1-(3-{[4-(methyloxy)phenyl]amino}-1,2,4-triazin-6-yl)ethyl]-2-thiophenecarboxamide (Intermediate 48) (106 mg, 0.24 mmol), 1,2-dichloroethane (5 mL) and phosphorus oxychloride (0.182 mL, 1.95 mmol), to afford 7-(5-bromo-2-thienyl)-5-methyl-N-[4-(methyloxy)phenyl]imidazo[5,1-f][1,2,4]triazin-2-amine (24 mg) as a yellow solid. MS m/z 416/418 (M+1). The reactants are BrC1=CC=C(S1)C(=O)NC(C)C1=CN=C(N=N1)NC1=CC=C(C=C1)OC (5-bromo-N-[1-(3-{[4-(methyloxy)phenyl]amino}-1,2,4-triazin-6-yl)ethyl]-2-thiophenecarboxamide), BrC1=CC=C(S1)C(=O)NC(C)C1=CN=C(N=N1)NC1=CC=C(C=C1)OC (5-bromo-N-[1-(3-{[4-(methyloxy)phenyl]amino}-1,2,4-triazin-6-yl)ethyl]-2-thiophenecarboxamide), P(=O)(Cl)(Cl)Cl (phosphorus oxychloride). Product: BrC1=CC=C(S1)C1=NC(=C2C=NC(=NN21)NC2=CC=C(C=C2)OC)C (7-(5-bromo-2-thienyl)-5-methyl-N-[4-(methyloxy)phenyl]imidazo[5,1-f][1,2,4]triazin-2-amine). The yield is 24.0%. Reactants: O (water), [Cl-].[NH4+] (ammonium chloride), CC1=C(C(=NC(=N1)C1=C(C=CC=C1)C(F)(F)F)NC(=O)C=1N(N=C(C1)C(C)(C)C)C)[N+](=O)[O-] (5-tert-butyl-2-methyl-2H-pyrazole-3-carboxylic acid [6-methyl-5-nitro-2-(2-trifluoromethyl-phenyl)-pyrimidin-4-yl]-amide). The reagents and catalysts are [Fe] (iron). The solvent is C(C)O (ethanol). Reaction conditions: temperature 50 celsius, time 10 minute. The product is NC=1C(=NC(=NC1C)C1=C(C=CC=C1)C(F)(F)F)NC(=O)C=1N(N=C(C1)C(C)(C)C)C (5-tert-butyl-2-methyl-2H-pyrazole-3-carboxylic acid [5-amino-6-methyl-2-(2-trifluoromethyl-phenyl)-pyrimidin-4-yl]-amide). RXN SMILES: [CH3:1][C:2]1[N:7]=[C:6]([C:8]2[CH:13]=[CH:12][CH:11]=[CH:10][C:9]=2[C:14]([F:17])([F:16])[F:15])[N:5]=[C:4]([NH:18][C:19]([C:21]2[N:22]([CH3:30])[N:23]=[C:24]([C:26]([CH3:29])([CH3:28])[CH3:27])[CH:25]=2)=[O:20])[C:3]=1[N+:31]([O-])=O.O.[Cl-].[NH4+]>C(O)C.[Fe]>[NH2:31][C:3]1[C:4]([NH:18][C:19]([C:21]2[N:22]([CH3:30])[N:23]=[C:24]([C:26]([CH3:28])([CH3:27])[CH3:29])[CH:25]=2)=[O:20])=[N:5][C:6]([C:8]2[CH:13]=[CH:12][CH:11]=[CH:10][C:9]=2[C:14]([F:15])([F:17])[F:16])=[N:7][C:2]=1[CH3:1] |f:2.3|. Reported procedure: A solution of 5-tert-butyl-2-methyl-2H-pyrazole-3-carboxylic acid [6-methyl-5-nitro-2-(2-trifluoromethyl-phenyl)-pyrimidin-4-yl]-amide (226 mg, 0.490 mmol, prepared as described in the previous step) in ethanol (10 mL) and water (5 mL) was treated with ammonium chloride (262 mg, 4.90 mmol) and iron powder (137 mg, 2.45 mmol), and the mixture was heated to 50° C. for 4 h. Ethanol was removed in vacuo, and the resulting residue was diluted with water (20 mL) and extracted twice with EtOAc (30 mL).... Reactants: O(C1=CC=CC=C1)CCC1=CC=C(C(=O)O)C=C1 (4-(2-phenoxy-ethyl)-benzoic acid), [H-].[H-].[H-].[H-].[Li+].[Al+3] (LiAlH4), N(=C=O)[C@@H](C(=O)[O-])CC1=CC=CC=C1 ((R)-2-isocyanato-3-phenyl-propionate), [N-]=C=O.COC([C@@H](N)CC1=CC=CC=C1)=O (phenylalanine methyl ester isocyanate). The product is O(C1=CC=CC=C1)CCC1=CC=C(COC(=O)NC(C(=O)O)CC2=CC=CC=C2)C=C1 (2-[4-(2-phenoxy-ethyl)-benzyloxycarbonylamino]-3-phenyl-propionic acid). As a reaction SMILES: [O:1]([CH2:8][CH2:9][C:10]1[CH:18]=[CH:17][C:13]([C:14]([OH:16])=O)=[CH:12][CH:11]=1)[C:2]1[CH:7]=[CH:6][CH:5]=[CH:4][CH:3]=1.[H-].[H-].[H-].[H-].[Li+].[Al+3].[N:25]([C@H:28]([CH2:32][C:33]1[CH:38]=[CH:37][CH:36]=[CH:35][CH:34]=1)[C:29]([O-:31])=[O:30])=[C:26]=[O:27].[N-]=C=O.COC(=O)[C@H](CC1C=CC=CC=1)N>>[O:1]([CH2:8][CH2:9][C:10]1[CH:11]=[CH:12][C:13]([CH2:14][O:16][C:26]([NH:25][CH:28]([CH2:32][C:33]2[CH:38]=[CH:37][CH:36]=[CH:35][CH:34]=2)[C:29]([OH:31])=[O:30])=[O:27])=[CH:17][CH:18]=1)[C:2]1[CH:3]=[CH:4][CH:5]=[CH:6][CH:7]=1 |f:1.2.3.4.5.6,8.9|. Procedure: 4-(2-phenoxy-ethyl)-benzoic acid (387 mg) was further reduced with LiAlH4, condensed with (R)-2-isocyanato-3-phenyl-propionate of formula 5 and hydrolyzed as described for example in Example 1, Steps 2-4, to yield about 550 mg of 2-[4-(2-phenoxy-ethyl) -benzyloxycarbonylamino]-3-phenyl-propionic acid 73, mp. 150.2-152.4° C. Reactants: C(C)(C)(C)OC(=O)NCCCOC1=CN2C(C=C(C=C2C=C1)C(=O)O)=O (7-(3-tert-butoxycarbonylamino-propoxy)-4-oxo-4H-quinolizine-2-carboxylic acid), FC(C(=O)O)(F)F (trifluoroacetic acid). Run in ClCCl (dichloromethane). Conditions: time 2 hour. The product is FC(C(=O)O)(F)F.NCCCOC1=CN2C(C=C(C=C2C=C1)C(=O)O)=O (7-(3-Amino-propoxy)-4-oxo-4H-quinolizine-2-carboxylic Acid Trifluoroacetic Acid Salt). The yield is 92.0%. Reaction SMILES: C(OC([NH:8][CH2:9][CH2:10][CH2:11][O:12][C:13]1[CH:22]=[CH:21][C:20]2[N:15]([C:16](=[O:26])[CH:17]=[C:18]([C:23]([OH:25])=[O:24])[CH:19]=2)[CH:14]=1)=O)(C)(C)C.[F:27][C:28]([F:33])([F:32])[C:29]([OH:31])=[O:30]>ClCCl>[F:27][C:28]([F:33])([F:32])[C:29]([OH:31])=[O:30].[NH2:8][CH2:9][CH2:10][CH2:11][O:12][C:13]1[CH:22]=[CH:21][C:20]2[N:15]([C:16](=[O:26])[CH:17]=[C:18]([C:23]([OH:25])=[O:24])[CH:19]=2)[CH:14]=1 |f:3.4|. Reported procedure: To a mixture of 7-(3-tert-butoxycarbonylamino-propoxy)-4-oxo-4H-quinolizine-2-carboxylic acid (18 mg, 0.050 mmol) in anhydrous dichloromethane (1 ml) under nitrogen atmosphere was added trifluoroacetic acid (1 ml). The mixture was stirred for 2 hours at room temperature, concentrated and triturated with ether to give 17.3 mg (92% yield) of desired compound as a yellow solid which was characterized by 1HNMR (300 MHz, CD3OD) δ: 2.22-2.29 (m, 2H), 3.20-3.23 (m, 2H), 4.28-4.31 (m, 2H) 7.09 (d, J=1.5...